This data is from the Open Reaction Database (ORD), a public repository of structured organic reaction records. The task is: describe an organic reaction: reactants, conditions, products, and yield Starting materials: N1C(=NC=C1)C1=CC(=C(N)C=C1)C (4-(1H-imidazol-2-yl)-2-methylaniline), COC1=CC=C(C=C1)C(CCC(CCC(=O)OCC)=O)=O (ethyl 7-(4-methoxyphenyl)-4,7-dioxoheptanoate). The reagents and catalysts are C(F)(F)(F)S(=O)(=O)[O-].C(F)(F)(F)S(=O)(=O)[O-].[Zn+2] (Zn(OTf)2). The solvent is CCO (EtOH). Run at temperature 120 celsius. Yields the product N1C(=NC=C1)C1=CC(=C(C=C1)N1C(=CC=C1C1=CC=C(C=C1)OC)CCC(=O)OCC)C (ethyl 3-(1-(4-(1H-imidazol-2-yl)-2-methylphenyl)-5-(4-methoxyphenyl)-1H-pyrrol-2-yl)propanoate). Isolated yield 30.5%. RXN SMILES: [NH:1]1[CH:5]=[CH:4][N:3]=[C:2]1[C:6]1[CH:12]=[CH:11][C:9]([NH2:10])=[C:8]([CH3:13])[CH:7]=1.[CH3:14][O:15][C:16]1[CH:21]=[CH:20][C:19]([C:22](=O)[CH2:23][CH2:24][C:25](=O)[CH2:26][CH2:27][C:28]([O:30][CH2:31][CH3:32])=[O:29])=[CH:18][CH:17]=1>CCO.C(S([O-])(=O)=O)(F)(F)F.C(S([O-])(=O)=O)(F)(F)F.[Zn+2]>[NH:1]1[CH:5]=[CH:4][N:3]=[C:2]1[C:6]1[CH:12]=[CH:11][C:9]([N:10]2[C:22]([C:19]3[CH:20]=[CH:21][C:16]([O:15][CH3:14])=[CH:17][CH:18]=3)=[CH:23][CH:24]=[C:25]2[CH2:26][CH2:27][C:28]([O:30][CH2:31][CH3:32])=[O:29])=[C:8]([CH3:13])[CH:7]=1 |f:3.4.5|. Procedure details: To a solution of 4-(1H-imidazol-2-yl)-2-methylaniline (Method #3) (1.0 g, 5.76 mmol) and ethyl 7-(4-methoxyphenyl)-4,7-dioxoheptanoate (25C) (2.03 g, 6.93 mmol) in EtOH (12 mL) was added Zn(OTf)2 (6.30 g, 17.34 mmol). The mixture was heated by microwave at 120° C. for 5 h. The solvent was removed under reduced pressure and the residue was dissolved in EA, washed with water and brine, dried over MgSO4, filtered, concentrated and purified by silica gel column chromatography (PE:EA=1:1) to afford e... Starting materials: CN(C)C=O (DMF), COC=1C=CC(=C(C1)CC(=O)O)Br (5-Methoxy-2-bromophenylacetic acid), S(=O)(Cl)Cl (Thionyl chloride). The solvent is C(Cl)Cl (CH2Cl2). Run at temperature 0 celsius. Product: COC=1C=CC(=C(C1)CC(=O)Cl)Br (5-methoxy-2-bromophenylacetyl chloride). As a reaction SMILES: [CH3:1][O:2][C:3]1[CH:4]=[CH:5][C:6]([Br:13])=[C:7]([CH2:9][C:10](O)=[O:11])[CH:8]=1.CN(C=O)C.S(Cl)([Cl:21])=O>C(Cl)Cl>[CH3:1][O:2][C:3]1[CH:4]=[CH:5][C:6]([Br:13])=[C:7]([CH2:9][C:10]([Cl:21])=[O:11])[CH:8]=1. Procedure: 5-Methoxy-2-bromophenylacetic acid (56 g, 0.23 mol) is dissolved in CH2Cl2 (350 mL) and a catalytic amount of DMF is added and the solution stirred and cooled to 0° C. Thionyl chloride (41 mL, 0.34 mol) is added dropwise. The reaction mixture is heated at reflux temperature overnight and then cooled to room temperature. Solvents are removed by rotary evaporator. Twice benzene (500 mL) is added to the residual oil and the benzene solution is evaporated by rotary evaporator to remove any additiona... Reactants: methylisocyanate polystyrene, tris-(2-aminoethyl)-amine polystyrene, N-Cyclohexylcarbodiimide-N′-methyl polystyrene, ON1N=NC2=C1C=CC=C2 (1-hydroxybenzotriazole), ClCCl.CN(C)C=O (dichloromethane DMF), CS(=O)(=O)C=1C=C(C(=O)O)C=CC1 (3-Methanesulfonyl benzoic acid), CC(CCNC([C@@H](C[C@@H]([C@H](CC1=CC=CC=C1)N)O)C)=O)(C)C ((2R,4S,5S)-5-amino-4-hydroxy-2-methyl-6-phenylhexanoic acid (3,3-dimethylbutyl)-amide). Run in ClCCl (dichloromethane), ClCCl (dichloromethane), CN(C)C=O (DMF), ClCCl (dichloromethane). Run at time 8 hour. Product: C(C1=CC=CC=C1)[C@@H]([C@H](C[C@@H](C)C(NCCC(C)(C)C)=O)O)NC(C1=CC(=CC=C1)S(=O)(=O)C)=O (N-[(1S,2S,4R)-1-Benzyl-4-(3,3-dimethylbutylcarbamoyl)-2-hydroxypentyl]-3-methanesulfonyl-benzamide). Yield: 48.7%. RXN SMILES: ON1C2C=CC=CC=2N=N1.ClCCl.CN(C=O)C.[CH3:19][S:20]([C:23]1[CH:24]=[C:25]([CH:29]=[CH:30][CH:31]=1)[C:26]([OH:28])=O)(=[O:22])=[O:21].[CH3:32][C:33]([CH3:54])([CH3:53])[CH2:34][CH2:35][NH:36][C:37](=[O:52])[C@H:38]([CH3:51])[CH2:39][C@H:40]([OH:50])[C@@H:41]([NH2:49])[CH2:42][C:43]1[CH:48]=[CH:47][CH:46]=[CH:45][CH:44]=1>CN(C=O)C.ClCCl>[CH2:42]([C@H:41]([NH:49][C:26](=[O:28])[C:25]1[CH:29]=[CH:30][CH:31]=[C:23]([S:20]([CH3:19])(=[O:21])=[O:22])[CH:24]=1)[C@@H:40]([OH:50])[CH2:39][C@H:38]([C:37](=[O:52])[NH:36][CH2:35][CH2:34][C:33]([CH3:32])([CH3:53])[CH3:54])[CH3:51])[C:43]1[CH:48]=[CH:47][CH:46]=[CH:45][CH:44]=1 |f:1.2|. Procedure details: N-Cyclohexylcarbodiimide-N′-methyl polystyrene (100 mg @ 1.70 mmol/g; ex. Novabiochem) was treated with dichloromethane (0.5 ml) followed by a solution of 1-hydroxybenzotriazole (22 mg, 0.14 mmol) in 4:1 dichloromethane/DMF (0.5 ml). 3-Methanesulfonyl benzoic acid (28 mg, 0.14 mmol) in DMF (0.5 ml) and (2R,4S,5S)-5-amino-4-hydroxy-2-methyl-6-phenylhexanoic acid (3,3-dimethylbutyl)-amide (D2) (30 mg, 0.094 mmol) in dichloromethane (0.5 ml) were then added and the mixture was stirred gently overni...